This data is from the Open Reaction Database (ORD), a public repository of structured organic reaction records. The task is: describe an organic reaction: reactants, conditions, products, and yield Starting materials: CS(C)=O, Cc1nc(C=O)c[nH]1, [Cu]I, Ic1ccc(I)cc1, [K+], [K+], O=C([O-])[O-], C1COCCO1, O, Oc1cccc2cccnc12. The product is Cc1nc(C=O)cn1-c1ccc(I)cc1. Reaction SMILES: [CH3:34][S:35]([CH3:36])=[O:37].[CH3:9][c:10]1[nH:11][cH:12][c:13]([CH:15]=[O:16])[n:14]1.[Cu:44][I:45].[I:1][c:2]1[cH:3][cH:4][c:5]([I:8])[cH:6][cH:7]1.[K+:17].[K+:18].[O-:19][C:20]([O-:21])=[O:22].[O:38]1[CH2:39][CH2:40][O:41][CH2:42][CH2:43]1.[OH2:46].[OH:23][c:24]1[cH:25][cH:26][cH:27][c:28]2[c:29]1[n:30][cH:31][cH:32][cH:33]2>>[c:2]1(-[n:11]2[c:10]([CH3:9])[n:14][c:13]([CH:15]=[O:16])[cH:12]2)[cH:3][cH:4][c:5]([I:8])[cH:6][cH:7]1.